This data is from the Open Reaction Database (ORD), a public repository of structured organic reaction records. The task is: describe an organic reaction: reactants, conditions, products, and yield Starting materials: [Br-].C1(CCCCC1)C(C(=O)OCC1[N+](CCC1)(C)C(C(N)=O)C1=NOC=C1)(C1=CC=CC=C1)O ((R/S)-(2-Cyclohexyl-2-hydroxy-2-phenyl-acetoxymethyl)-1-(isoxazol-3-yl carbamoylmethyl)-1-methyl-pyrrolidinium bromide), [Br-].O[C@H]1C[N+](CCC1)(C)CC(NC1=NOC=C1)=O ((1R/S,3R)-3-Hydroxy-1-(isoxazol-3-ylcarbamoylmethyl)-1-methyl-piperidinium bromide), [Br-].OC[C@@H]1[N+](CCC1)(C)CC(NC1=NOC=C1)=O ((1R/S,2R)-2-hydroxymethyl-1-(isoxazol-3-ylcarbamoylmethyl)-1-methyl-pyrrolidinium bromide), [Br-].O[C@H]1C[N+](CCC1)(C)CC(NC1=NOC=C1)=O ((1R/S,3R)-3-Hydroxy-1-(isoxazol-3-ylcarbamoylmethyl)-1-methyl-piperidinium bromide). Yields the product [Br-].C1(CCCCC1)C(C(=O)OC1[N+](CCCC1)(C)CC(NC1=NOC=C1)=O)(C1=CC=CC=C1)O ((R/S)-(2-Cyclohexyl-2-hydroxy-2-phenyl-acetoxy)-1-(isoxazol-3-ylcarbamoyl-methyl)-1-methyl-piperidinium bromide). As a reaction SMILES: [Br-:1].[CH:2]1([C:8]([OH:34])([C:28]2[CH:33]=[CH:32][CH:31]=[CH:30][CH:29]=2)[C:9]([O:11][CH2:12][CH:13]2[CH2:17][CH2:16][CH2:15][N+:14]2([CH:19](C2C=CON=2)[C:20](=[O:22])[NH2:21])[CH3:18])=[O:10])[CH2:7][CH2:6][CH2:5][CH2:4][CH2:3]1.[Br-].OC[C@H]1CCC[N+]1(CC(=O)N[C:47]1[CH:51]=[CH:50][O:49][N:48]=1)C.[Br-].O[C@@H]1CCC[N+](CC(=O)NC2C=CON=2)(C)C1>>[Br-:1].[CH:2]1([C:8]([OH:34])([C:28]2[CH:29]=[CH:30][CH:31]=[CH:32][CH:33]=2)[C:9]([O:11][CH:12]2[CH2:13][CH2:17][CH2:16][CH2:15][N+:14]2([CH2:19][C:20](=[O:22])[NH:21][C:47]2[CH:51]=[CH:50][O:49][N:48]=2)[CH3:18])=[O:10])[CH2:3][CH2:4][CH2:5][CH2:6][CH2:7]1 |f:0.1,2.3,4.5,6.7|. Reported procedure: This compound is prepared by an analogous method to (1R/S,2R)-2-((R/S)-(2-Cyclohexyl-2-hydroxy-2-phenyl-acetoxymethyl)-1-(isoxazol-3-yl carbamoylmethyl)-1-methyl-pyrrolidinium bromide (Example 1) by replacing (1R/S,2R)-2-hydroxymethyl-1-(isoxazol-3-ylcarbamoyl-methyl)-1-methyl-pyrrolidinium bromide (Intermediate B) with (1R/S,2R)-3-Hydroxy-1-(isoxazol-3-ylcarbamoylmethyl)-1-methyl-piperidinium bromide (Intermediate C). Reactants: [BH4-], CC(=O)OC1CCC2(C)C(=CCC3C4=CCC(=O)C4(C)CCC32)C1, CCO, [Na+]. Yields the product CC(=O)OC1CCC2(C)C(=CCC3C4=CCC(O)C4(C)CCC32)C1. Reaction SMILES: [BH4-:25].[C:1]([CH3:2])(=[O:3])[O:4][CH:5]1[CH2:6][C:7]2=[CH:8][CH2:9][CH:10]3[C:11]4=[CH:12][CH2:13][C:14](=[O:24])[C:15]4([CH3:16])[CH2:17][CH2:18][CH:19]3[C:20]2([CH3:23])[CH2:21][CH2:22]1.[CH3:27][CH2:28][OH:29].[Na+:26]>>[C:1]([CH3:2])(=[O:3])[O:4][CH:5]1[CH2:6][C:7]2=[CH:8][CH2:9][CH:10]3[C:11]4=[CH:12][CH2:13][CH:14]([OH:24])[C:15]4([CH3:16])[CH2:17][CH2:18][CH:19]3[C:20]2([CH3:23])[CH2:21][CH2:22]1. The reactants are ClCCl, ClCCl, OCc1cccc2c1nc(-c1c(F)cccc1F)n2Cc1c(F)cccc1F, c1ccncc1, c1ccncc1. Yields the product O=Cc1cccc2c1nc(-c1c(F)cccc1F)n2Cc1c(F)cccc1F. As a reaction SMILES: [Cl:1][CH2:2][Cl:3].[Cl:44][CH2:45][Cl:46].[F:4][c:5]1[c:6]([CH2:7][n:8]2[c:9](-[c:19]3[c:20]([F:26])[cH:21][cH:22][cH:23][c:24]3[F:25])[n:10][c:11]3[c:12]2[cH:13][cH:14][cH:15][c:16]3[CH2:17][OH:18])[c:27]([F:31])[cH:28][cH:29][cH:30]1.[cH:32]1[cH:33][cH:34][n:35][cH:36][cH:37]1.[cH:38]1[cH:39][cH:40][n:41][cH:42][cH:43]1>>[F:4][c:5]1[c:6]([CH2:7][n:8]2[c:9](-[c:19]3[c:20]([F:26])[cH:21][cH:22][cH:23][c:24]3[F:25])[n:10][c:11]3[c:12]2[cH:13][cH:14][cH:15][c:16]3[CH:17]=[O:18])[c:27]([F:31])[cH:28][cH:29][cH:30]1. Reactants: N1CCC(CC1)NC=1N=NC(=CC1)C(F)(F)F (N-Piperidin-4-yl-6-(trifluormethyl)pyridazin-3-amine), FC1=CC=C(C=O)C=C1 (4-fluorobenzaldehyde), C(C)(C)N(CC)C(C)C (di-isopropylethylamine), C(C)(=O)O[BH-](OC(C)=O)OC(C)=O (triacetoxyborohydride). The solvent is ClC(C)Cl (dichloroethane). Run at time 18 hour. Product: FC1=CC=C(CN2CCC(CC2)NC=2N=NC(=CC2)C(F)(F)F)C=C1 (N-[1-(4-fluorobenzyl)piperidin-4-yl]-6-(trifluoromethyl)pyridazin-3-amine). The yield is 41.9%. Reaction SMILES: [NH:1]1[CH2:6][CH2:5][CH:4]([NH:7][C:8]2[N:9]=[N:10][C:11]([C:14]([F:17])([F:16])[F:15])=[CH:12][CH:13]=2)[CH2:3][CH2:2]1.[F:18][C:19]1[CH:26]=[CH:25][C:22]([CH:23]=O)=[CH:21][CH:20]=1.C(N(C(C)C)CC)(C)C.C(O[BH-](OC(=O)C)OC(=O)C)(=O)C>ClC(Cl)C>[F:18][C:19]1[CH:26]=[CH:25][C:22]([CH2:23][N:1]2[CH2:6][CH2:5][CH:4]([NH:7][C:8]3[N:9]=[N:10][C:11]([C:14]([F:17])([F:16])[F:15])=[CH:12][CH:13]=3)[CH2:3][CH2:2]2)=[CH:21][CH:20]=1. Procedure: A suspension of D2 (1.7 g, 5.32 mmol), 4-fluorobenzaldehyde (0.66 g, 5.32 mmol), di-isopropylethylamine (1.37 g, 10.6 mmol) and triacetoxyborohydride on resin (Argonaut Technologies; 2.2 mmol/g; 3 eq.) in dichloroethane (10 ml) was stirred at room temperature for 18 h. After this period, the reaction mixture was filtered and the solvents evaporated in vacuo. The crude product was purified by chromatography (silica; 2%-6% ammonia in methanol (7 M)/dichloromethane) to give E2 (0.79 g, 42%). C17H18... The reactants are N1[C@@H](CCC1)CO ((S)-2-pyrrolidinemethanol), C(C)O (ethanol), C(C=C)#N (acrylonitrile). Procedure details: In 13 ml of ethanol, 4.71 g of (S)-2-pyrrolidinemethanol was dissolved, followed by the addition of 4.6 ml of acrylonitrile. The resulting mixture was heated under reflux for 2 hours. After the solvent was evaporated, the residue was dissolved in 70 ml of toluene, followed by the addition of 13 ml of triethylamine under ice-cooling. To the resulting mixture, 4.3 ml of methanesulfonyl chloride was added dropwise, followed by stirring at 0° C. for 10 minutes and then at room temperature for 30 min... RXN SMILES: [NH:1]1[CH2:5][CH2:4][CH2:3][C@H:2]1[CH2:6]O.[C:8](#[N:11])C=C.[CH2:12](O)[CH3:13]>>[N:1]12[CH2:13][CH2:12][CH2:6][C@H:2]1[CH2:3][CH:4]([C:8]#[N:11])[CH2:5]2. Run at temperature 0 celsius, time 10 minute. The product is N12CC(C[C@@H]2CCC1)C#N ((5S)-1-azabicyclo[3.3.0]octane-3-carbonitrile). Starting materials: C1CNCCN1, Nc1nc2c(Oc3cc(-c4ccc(C(F)(F)F)cc4)nc(Cl)n3)cccc2[nH]c1=O. Yields the product Nc1nc2c(Oc3cc(-c4ccc(C(F)(F)F)cc4)nc(N4CCNCC4)n3)cccc2[nH]c1=O. Reaction SMILES: [CH2:31]1[CH2:32][NH:33][CH2:34][CH2:35][NH:36]1.[NH2:1][c:2]1[c:3](=[O:30])[nH:4][c:5]2[cH:6][cH:7][cH:8][c:9]([O:12][c:13]3[n:14][c:15]([Cl:29])[n:16][c:17](-[c:19]4[cH:20][cH:21][c:22]([C:25]([F:26])([F:27])[F:28])[cH:23][cH:24]4)[cH:18]3)[c:10]2[n:11]1>>[NH2:1][c:2]1[c:3](=[O:30])[nH:4][c:5]2[cH:6][cH:7][cH:8][c:9]([O:12][c:13]3[n:14][c:15]([N:33]4[CH2:32][CH2:31][NH:36][CH2:35][CH2:34]4)[n:16][c:17](-[c:19]4[cH:20][cH:21][c:22]([C:25]([F:26])([F:27])[F:28])[cH:23][cH:24]4)[cH:18]3)[c:10]2[n:11]1. As a reaction SMILES: [C:1](=[O:2])([CH3:3])[NH:4][c:5]1[cH:6][cH:7][cH:8][c:9]2[c:14]1[C:13](=[O:15])[CH2:12][CH2:11][CH:10]2[N:16]1[C:17](=[O:26])[c:18]2[cH:19][cH:20][cH:21][cH:22][c:23]2[C:24]1=[O:25].[C:27](=[O:28])([OH:29])[O-:30].[ClH:32].[Na+:31]>>[NH2:4][c:5]1[cH:6][cH:7][cH:8][c:9]2[c:14]1[C:13](=[O:15])[CH2:12][CH2:11][CH:10]2[N:16]1[C:17](=[O:26])[c:18]2[cH:19][cH:20][cH:21][cH:22][c:23]2[C:24]1=[O:25]. The reactants are CC(=O)Nc1cccc2c1C(=O)CCC2N1C(=O)c2ccccc2C1=O, O=C([O-])O, Cl, [Na+]. The product is Nc1cccc2c1C(=O)CCC2N1C(=O)c2ccccc2C1=O. Starting materials: C(C)(C)(C)C1=CC=C(NC2=C(C(=NC=C2)C)OC)C=C1 (4-(4-tert-butylanilino)-3-methoxy-2-methylpyridine). Run in O (water), CO (methanol), Cl (HCl). The product is C(C)(C)(C)C1CCC(CC1)NC1=C(C(=NC=C1)C)OC (4-(4-tert-Butylcyclohexylamino)-3-methoxy-2-methylpyridine). As a reaction SMILES: [C:1]([C:5]1[CH:20]=[CH:19][C:8]([NH:9][C:10]2[CH:15]=[CH:14][N:13]=[C:12]([CH3:16])[C:11]=2[O:17][CH3:18])=[CH:7][CH:6]=1)([CH3:4])([CH3:3])[CH3:2]>CO.Cl.O>[C:1]([CH:5]1[CH2:20][CH2:19][CH:8]([NH:9][C:10]2[CH:15]=[CH:14][N:13]=[C:12]([CH3:16])[C:11]=2[O:17][CH3:18])[CH2:7][CH2:6]1)([CH3:4])([CH3:2])[CH3:3]. Procedure details: 1 g of 4-(4-tert-butylanilino)-3-methoxy-2-methylpyridine in 20 ml of methanol, 3.7 ml of 2N HCl and 1.3 ml of water are hydrogenated at room temperature and normal pressure until absorption of hydrogen has ended using 1 g of rhodium on alumina (5% strength). After filtering and concentrating 1 g of syrup remains=100% isomer mixture.